This data is from the Open Reaction Database (ORD), a public repository of structured organic reaction records. The task is: describe an organic reaction: reactants, conditions, products, and yield The reactants are CC(C)(C)C(=O)OCCl, C1CCOC1, Clc1ncnc2[nH]ccc12, [H-], [Na+], O. Yields the product CC(C)(C)C(=O)OCn1ccc2c(Cl)ncnc21. As a reaction SMILES: [C:13]([C:14]([CH3:15])([CH3:16])[CH3:17])(=[O:18])[O:19][CH2:20][Cl:21].[CH2:23]1[O:24][CH2:25][CH2:26][CH2:27]1.[Cl:3][c:4]1[c:5]2[c:6]([n:7][cH:8][n:9]1)[nH:10][cH:11][cH:12]2.[H-:1].[Na+:2].[OH2:22]>>[Cl:3][c:4]1[c:5]2[c:6]([n:7][cH:8][n:9]1)[n:10]([CH2:20][O:19][C:13]([C:14]([CH3:15])([CH3:16])[CH3:17])=[O:18])[cH:11][cH:12]2. The reactants are CCOC(=O)C(C)Br, Cc1ccccc1O, [K+], [K+], O=C([O-])[O-], CN(C)C=O, O. The product is CCOC(=O)C(C)Oc1ccccc1C. As a reaction SMILES: [Br:9][CH:10]([C:11](=[O:12])[O:13][CH2:14][CH3:15])[CH3:16].[CH3:1][c:2]1[cH:3][cH:4][cH:5][cH:6][c:7]1[OH:8].[K+:17].[K+:18].[O-:19][C:20]([O-:21])=[O:22].[O:24]=[CH:25][N:26]([CH3:27])[CH3:28].[OH2:23]>>[CH3:1][c:2]1[cH:3][cH:4][cH:5][cH:6][c:7]1[O:8][CH:10]([C:11](=[O:12])[O:13][CH2:14][CH3:15])[CH3:16]. The reactants are C=O, OC(C(F)(F)F)C(F)(F)F, F. Yields the product FCOC(C(F)(F)F)C(F)(F)F. Reaction SMILES: [CH2:11]=[O:12].[F:1][C:2]([CH:3]([C:4]([F:5])([F:6])[F:7])[OH:8])([F:9])[F:10].[FH:13]>>[F:1][C:2]([CH:3]([C:4]([F:5])([F:6])[F:7])[O:12][CH2:11][F:13])([F:9])[F:10]. Reactants: solid, BrC1=CC(=C(C=2C=C3N(C12)CCNC3=O)F)F (6-bromo-8,9-difluoro-3,4-dihydro-2H-pyrazino[1,2-a]indol-1-one), BrC1=CC(=C(C=2C=C3N(C12)CCNC3=O)F)F (6-bromo-8,9-difluoro-3,4-dihydro-2H-pyrazino[1,2-a]indol-1-one), ClC1=CC=C(C=C1)B(O)O (4-chloro-phenylboronic acid). Yields the product ClC1=CC=C(C=C1)C1=CC(=C(C=2C=C3N(C12)CCNC3=O)F)F (6-(4-Chloro-phenyl)-8,9-difluoro-3,4-dihydro-2H-pyrazino[1,2-a]indol-1-one). As a reaction SMILES: Br[C:2]1[C:10]2[N:9]3[CH2:11][CH2:12][NH:13][C:14](=[O:15])[C:8]3=[CH:7][C:6]=2[C:5]([F:16])=[C:4]([F:17])[CH:3]=1.[Cl:18][C:19]1[CH:24]=[CH:23][C:22](B(O)O)=[CH:21][CH:20]=1>>[Cl:18][C:19]1[CH:24]=[CH:23][C:22]([C:2]2[C:10]3[N:9]4[CH2:11][CH2:12][NH:13][C:14](=[O:15])[C:8]4=[CH:7][C:6]=3[C:5]([F:16])=[C:4]([F:17])[CH:3]=2)=[CH:21][CH:20]=1. Procedure: The title compound, grey solid (42 mg, 51%), MS (ISP) m/z=333.1 [(M+H)+], mp 327° C., was prepared in accordance with the general method of example 1 from 6-bromo-8,9-difluoro-3,4-dihydro-2H-pyrazino[1,2-a]indol-1-one (intermediate 4) (75.3 mg, 0.25 mmol) and commercially available 4-chloro-phenylboronic acid (50.8 mg, 0.325 mmol). Reaction SMILES: [CH3:1][N:2]([CH2:4][C:5]1[O:9][C:8]([CH2:10][S:11][CH2:12][CH2:13][NH2:14])=[CH:7][CH:6]=1)[CH3:3].CO[C:17]1[C:21](OC)=[N:20][S:19](=[O:25])(=[O:24])[N:18]=1.[CH2:26]([NH2:38])[CH2:27][CH2:28][CH2:29][CH2:30][CH2:31][CH2:32][CH2:33][CH2:34][CH2:35][CH2:36][CH3:37]>CO>[CH3:3][N:2]([CH2:4][C:5]1[O:9][C:8]([CH2:10][S:11][CH2:12][CH2:13][NH:14][C:17]2[C:21]([NH:38][CH2:26][CH2:27][CH2:28][CH2:29][CH2:30][CH2:31][CH2:32][CH2:33][CH2:34][CH2:35][CH2:36][CH3:37])=[N:20][S:19](=[O:25])(=[O:24])[N:18]=2)=[CH:7][CH:6]=1)[CH3:1]. Procedure: A solution of 2-[(5-dimethylaminomethyl-2-furyl)methylthio]ethylamine (2.41 g; 11.2 mmoles) in 25 ml of methanol was added dropwise to a well stirred cold suspension of 3,4-dimethoxy-1,2,5-thiadiazole 1,1-dioxide (2.0 g; 11.2 mmoles) in 200 ml of methanol. After stirring at 2°-5° for 15 minutes, a solution of dodecylamine (4.15 g; 22.4 mmoles) in 25 ml of methanol was added all at once, and stirring was continued at ambient temperature for 18 hours. The reaction mixture was filtered and evaporat... Yield: 37.0%. Product: CN(C)CC1=CC=C(O1)CSCCNC1=NS(N=C1NCCCCCCCCCCCC)(=O)=O (3-{2-[(5-Dimethylaminomethyl-2-furyl)methylthio]ethylamino}-4-dodecylamino-1,2,5-thiadiazole 1,1-dioxide). Starting materials: C(CCCCCCCCCCC)N (dodecylamine), CN(C)CC1=CC=C(O1)CSCCN (2-[(5-dimethylaminomethyl-2-furyl)methylthio]ethylamine), COC1=NS(N=C1OC)(=O)=O (3,4-dimethoxy-1,2,5-thiadiazole 1,1-dioxide). Reaction conditions: time 15 minute. The solvent is CO (methanol), CO (methanol), CO (methanol). Run at time 7 hour. Product: FC=1C=C(O[C@H]2CC[C@@H]3CN(C[C@@H]32)C3=NC(=CC=C3)C(F)(F)F)C=CC1 ((3aR,4S,6aS)-4-(3-fluorophenoxy)-2-[6-(trifluoromethyl)pyridin-2-yl]octahydrocyclopenta[c]pyrrole). The reactants are N(=NC(=O)OC(C)C)C(=O)OC(C)C (diisopropyl azodicarboxylate), FC(C1=CC=CC(=N1)N1C[C@@H]2[C@H](C1)[C@@H](CC2)O)(F)F ((3aR,4R,6aS)-2-[6-(trifluoromethyl)pyridin-2-yl]octahydrocyclopenta[c]pyrrol-4-ol), C1(=CC=CC=C1)P(C1=CC=CC=C1)C1=CC=CC=C1 (triphenylphosphine), FC=1C=C(C=CC1)O (3-fluorophenol). Procedure: To (3aR,4R,6aS)-2-[6-(trifluoromethyl)pyridin-2-yl]octahydrocyclopenta[c]pyrrol-4-ol (90 mg, 0.331 mmol) from Example 30 and triphenylphosphine (173 mg, 0.661 mmol) was added tetrahydrofuran (1.150 mL) and 3-fluorophenol (0.059 mL, 0.661 mmol) followed by dropwise addition of diisopropyl azodicarboxylate (DIAD, 0.129 mL, 0.661 mmol). The reaction mixture was stirred for 7 hours and then quenched with saturated aqueous ammonium chloride solution and extracted with ethyl acetate. The combined orga... As a reaction SMILES: [F:1][C:2]([F:19])([F:18])[C:3]1[N:8]=[C:7]([N:9]2[CH2:13][C@@H:12]3[C@H:14]([OH:17])[CH2:15][CH2:16][C@@H:11]3[CH2:10]2)[CH:6]=[CH:5][CH:4]=1.C1(P(C2C=CC=CC=2)C2C=CC=CC=2)C=CC=CC=1.[F:39][C:40]1[CH:41]=[C:42](O)[CH:43]=[CH:44][CH:45]=1.N(C(OC(C)C)=O)=NC(OC(C)C)=O>O1CCCC1>[F:39][C:40]1[CH:45]=[C:44]([CH:43]=[CH:42][CH:41]=1)[O:17][C@@H:14]1[C@@H:12]2[C@@H:11]([CH2:10][N:9]([C:7]3[CH:6]=[CH:5][CH:4]=[C:3]([C:2]([F:1])([F:18])[F:19])[N:8]=3)[CH2:13]2)[CH2:16][CH2:15]1. Run in O1CCCC1 (tetrahydrofuran).